From a dataset of the Open Reaction Database (ORD), a public repository of structured organic reaction records. describe an organic reaction: reactants, conditions, products, and yield The reactants are CCn1ncnc1COc1nn2c(-c3ccccc3F)nncc2c1Br, CCCC[Sn](CCCC)(CCCC)c1cccs1. Yields the product CCn1ncnc1COc1nn2c(-c3ccccc3F)nncc2c1-c1cccs1. Reaction SMILES: [Br:19][c:20]1[c:21]([O:36][CH2:37][c:38]2[n:39]([CH2:43][CH3:44])[n:40][cH:41][n:42]2)[n:22][n:23]2[c:24](-[c:29]3[c:30]([F:35])[cH:31][cH:32][cH:33][cH:34]3)[n:25][n:26][cH:27][c:28]12.[CH2:1]([Sn:2]([CH2:3][CH2:4][CH2:5][CH3:11])([c:6]1[s:7][cH:8][cH:9][cH:10]1)[CH2:12][CH2:13][CH2:14][CH3:15])[CH2:16][CH2:17][CH3:18]>>[c:6]1(-[c:20]2[c:21]([O:36][CH2:37][c:38]3[n:39]([CH2:43][CH3:44])[n:40][cH:41][n:42]3)[n:22][n:23]3[c:24](-[c:29]4[c:30]([F:35])[cH:31][cH:32][cH:33][cH:34]4)[n:25][n:26][cH:27][c:28]23)[s:7][cH:8][cH:9][cH:10]1. Reactants: IC (iodomethane), [N+](=O)([O-])C1=CC=C(CP(OCC)(OCC)=O)C=C1 (diethyl (4-nitrobenzyl)phosphonate), [N+](=O)([O-])C1=CC=C(C=C1)C(C)(C)P(OCC)(OCC)=O (diethyl [2-(4-nitrophenyl)propan-2-yl]phosphonate), [Li+].CC(C)[N-]C(C)C (LDA), [N+](=O)([O-])C1=CC=C(CP(OCC)(OCC)=O)C=C1 (diethyl (4-nitrobenzyl)phosphonate). Solvent: O (Water), CCOC(=O)C (EtOAc), C1CCOC1 (THF), C1CCOC1 (THF). Conditions: temperature -78 celsius, time 1 hour. Product: [N+](=O)([O-])C1=CC=C(C=C1)C(C)P(OCC)(OCC)=O (diethyl [1-(4-nitrophenyl)ethyl]phosphonate), mixture. The yield is 17.0%. As a reaction SMILES: [Li+].CC([N-]C(C)C)C.[N+](C1C=CC(CP(=O)(OCC)OCC)=CC=1)([O-])=O.IC.[N+:29]([C:32]1[CH:37]=[CH:36][C:35]([C:38]([P:41](=[O:48])([O:45][CH2:46][CH3:47])[O:42][CH2:43][CH3:44])(C)[CH3:39])=[CH:34][CH:33]=1)([O-:31])=[O:30]>C1COCC1.CCOC(C)=O.O>[N+:29]([C:32]1[CH:37]=[CH:36][C:35]([CH:38]([P:41](=[O:48])([O:42][CH2:43][CH3:44])[O:45][CH2:46][CH3:47])[CH3:39])=[CH:34][CH:33]=1)([O-:31])=[O:30] |f:0.1|. Reported procedure: 2M LDA in THF (1.83 mL, 3.66 mmol) was added dropwise under N2, to a stirred solution of diethyl (4-nitrobenzyl)phosphonate (1.00 g, 3.66 mmol) in THF (10 mL) at −78° C. After 1 hour, iodomethane (0.456 mL, 7.32 mmol) was added dropwise and the mixture stirred at −78° C. for 30 min then allowed to warm to room temperature during 3-4 h. Water (10 mL) was then added slowly followed by EtOAc (20 mL). The layers were separated and the aqueous phase was extracted with EtOAc (3×20 mL). The organic pha... The reactants are Fc1cccc(Cl)c1OCc1ccccc1, [K+], C1COCCO1, O=C(C=Cc1ccccc1)C=Cc1ccccc1, O=C(C=Cc1ccccc1)C=Cc1ccccc1, O=C(C=Cc1ccccc1)C=Cc1ccccc1, [OH-], O, [Pd], [Pd]. The product is Oc1cccc(F)c1OCc1ccccc1. RXN SMILES: [CH2:1]([c:2]1[cH:3][cH:4][cH:5][cH:6][cH:7]1)[O:8][c:9]1[c:10]([Cl:16])[cH:11][cH:12][cH:13][c:14]1[F:15].[K+:24].[O:17]1[CH2:18][CH2:19][O:20][CH2:21][CH2:22]1.[O:27]=[C:28]([CH:29]=[CH:30][c:31]1[cH:32][cH:33][cH:34][cH:35][cH:36]1)[CH:37]=[CH:38][c:39]1[cH:40][cH:41][cH:42][cH:43][cH:44]1.[O:45]=[C:46]([CH:47]=[CH:48][c:49]1[cH:50][cH:51][cH:52][cH:53][cH:54]1)[CH:55]=[CH:56][c:57]1[cH:58][cH:59][cH:60][cH:61][cH:62]1.[O:63]=[C:64]([CH:65]=[CH:66][c:67]1[cH:68][cH:69][cH:70][cH:71][cH:72]1)[CH:73]=[CH:74][c:75]1[cH:76][cH:77][cH:78][cH:79][cH:80]1.[OH-:23].[OH2:81].[Pd:25].[Pd:26]>>[CH2:1]([c:2]1[cH:3][cH:4][cH:5][cH:6][cH:7]1)[O:8][c:9]1[c:10]([OH:17])[cH:11][cH:12][cH:13][c:14]1[F:15]. Starting materials: C(C1=CC=CC=C1)O (benzyl alcohol), alkoxide, BrCCCCCCBr (1,6-dibromohexane), [H-].[Na+] (sodium hydride). The solvent is O1CCOCC1 (1,4-dioxane), O1CCOCC1 (1,4-dioxane), O1CCOCC1 (1,4-dioxane). Conditions: time 1 hour. Product: BrCCCCCCOCC1=CC=CC=C1 (benzyl 6-bromohexyl ether). As a reaction SMILES: [H-].[Na+].[CH2:3]([OH:10])[C:4]1[CH:9]=[CH:8][CH:7]=[CH:6][CH:5]=1.[Br:11][CH2:12][CH2:13][CH2:14][CH2:15][CH2:16][CH2:17]Br>O1CCOCC1>[Br:11][CH2:12][CH2:13][CH2:14][CH2:15][CH2:16][CH2:17][O:10][CH2:3][C:4]1[CH:9]=[CH:8][CH:7]=[CH:6][CH:5]=1 |f:0.1|. Reported procedure: To a suspension of sodium hydride in 1,4-dioxane was added benzyl alcohol in 1,4-dioxane over a period of 30 minutes at 80° C., and the mixture was stirred for 1 hour. The obtained alkoxide solution was added to a solution of 1,6-dibromohexane in 1,4-dioxane at room temperature. The mixture was stirred at 80° C. for 14 hours and insoluble materials were filtered off. The filtrate was concentrated and the residue was distilled under reduced pressure to give the object compound. Reactants: C(C)(C)(C)OC(NC1=C(C(=CC(=C1)C#N)N1CCC2(CCN(C2)C(C)=O)CC1)Cl)=O (tert-butyl(3-(2-acetyl-2,8-diazaspiro[4.5]decan-8-yl)-2-chloro-5-cyanophenyl)carbamate), C(=O)(C(F)(F)F)O (TFA). Solvent: C(Cl)Cl (DCM). The product is C(C)(=O)N1CC2(CC1)CCN(CC2)C=2C=C(C#N)C=C(C2Cl)N (3-(2-acetyl-2,8-diazaspiro[4.5]decan-8-yl)-5-amino-4-chlorobenzonitrile). Isolated yield 91.0%. RXN SMILES: C(OC(=O)[NH:7][C:8]1[CH:13]=[C:12]([C:14]#[N:15])[CH:11]=[C:10]([N:16]2[CH2:28][CH2:27][C:19]3([CH2:23][N:22]([C:24](=[O:26])[CH3:25])[CH2:21][CH2:20]3)[CH2:18][CH2:17]2)[C:9]=1[Cl:29])(C)(C)C.C(O)(C(F)(F)F)=O>C(Cl)Cl>[C:24]([N:22]1[CH2:21][CH2:20][C:19]2([CH2:18][CH2:17][N:16]([C:10]3[CH:11]=[C:12]([CH:13]=[C:8]([NH2:7])[C:9]=3[Cl:29])[C:14]#[N:15])[CH2:28][CH2:27]2)[CH2:23]1)(=[O:26])[CH3:25]. Procedure details: tert-butyl(3-(2-acetyl-2,8-diazaspiro[4.5]decan-8-yl)-2-chloro-5-cyanophenyl)carbamate (100 mg, 0.231 mmol) in DCM (2 mL) was treated with TFA (0.338 mL, 4.39 mmol) at room temperature for 2 h. Solvent was evaporated and the residue was diluted with dichloromethane and washed with saturated sodium bicarbonate. The aqueous layer was extracted with dichloromethane two more times. The combined organic layers were dried over magnesium sulfate, filtered and concentrated in vacuo, the crude product wa... The reactants are COC(C1=CC(=C(C=C1)OC)N)=O (Methyl-3-amino-4-methoxybenzoate), Cl (hydrochloric acid), C(CCC)O (n-butanol), trans-2-hexanal, C(CCC)O (n-butanol), C1(=C(C(=O)C(=C(C1=O)Cl)Cl)Cl)Cl (p-chloranil). The reagents and catalysts are [Cl-].[Zn+2].[Cl-] (zinc chloride). Solvent: O1CCCC1 (tetrahydrofuran). The product is COC(=O)C=1C=2C=CC(=NC2C(=CC1)OC)CCC (Methyl-8-methoxy-2-n-propylquinoline-5-carboxylate). The yield is 10.5%. RXN SMILES: [CH3:1][O:2][C:3](=[O:13])[C:4]1[CH:9]=[CH:8][C:7]([O:10][CH3:11])=[C:6]([NH2:12])[CH:5]=1.Cl.C(O)CCC.[C:20]1(Cl)[C:26](=O)[C:25](Cl)=[C:24](Cl)[C:22](=O)[C:21]=1Cl>O1CCCC1.[Cl-].[Zn+2].[Cl-]>[CH3:1][O:2][C:3]([C:4]1[C:5]2[CH:26]=[CH:20][C:21]([CH2:22][CH2:24][CH3:25])=[N:12][C:6]=2[C:7]([O:10][CH3:11])=[CH:8][CH:9]=1)=[O:13] |f:5.6.7|. Procedure: Methyl-3-amino-4-methoxybenzoate (10.0 g) was treated with concentrated hydrochloric acid (14 ml) and n-butanol (10 ml), under nitrogen, with stirring. The stirred mixture was treated with p-chloranil (13.65 g) and then heated at reflux whilst a mixture of trans-2-hexanal (8 ml) and n-butanol (5 ml) was added dropwise over 2 hours using a syringe pump. After heating at reflux for a further 30 minutes the mixture was treated with a solution of anhydrous zinc chloride (7.52 g) in tetrahydrofuran (... Starting materials: COc1ccc(C(=O)O)c2cc(C(C)=O)oc12, CN(C)C=O, O=C(Cl)C(=O)Cl, ClCCl. The product is COc1ccc(C(=O)Cl)c2cc(C(C)=O)oc12. Reaction SMILES: [C:1]([CH3:2])(=[O:3])[c:4]1[o:5][c:6]2[c:7]([cH:8]1)[c:9]([C:15](=[O:16])[OH:17])[cH:10][cH:11][c:12]2[O:13][CH3:14].[CH3:24][N:25]([CH3:26])[CH:27]=[O:28].[Cl:18][C:19]([C:20]([Cl:21])=[O:22])=[O:23].[Cl:29][CH2:30][Cl:31]>>[C:1]([CH3:2])(=[O:3])[c:4]1[o:5][c:6]2[c:7]([cH:8]1)[c:9]([C:15](=[O:17])[Cl:18])[cH:10][cH:11][c:12]2[O:13][CH3:14]. The solvent is C(C)O (ethanol). Starting materials: NC1=CC(=CC=2CCOC21)[N+](=O)[O-] (7-amino-5-nitro-2,3-dihydrobenzofuran), Cl.CN(CCCl)C (2-dimethylaminoethyl chloride hydrochloride), C([O-])([O-])=O.[Na+].[Na+] (sodium carbonate). The product is CN(CCNC1=CC(=CC=2CCOC21)[N+](=O)[O-])C (7-(2-dimethylaminoethyl)amino-5-nitro-2,3-dihydrobenzofuran). Isolated yield 14.9%. Procedure: A solution of 7-amino-5-nitro-2,3-dihydrobenzofuran (D4) (2 g) in ethanol (60 ml) was treated with 2-dimethylaminoethyl chloride hydrochloride (3.36 g) and excess sodium carbonate (6 g), and heated at reflux for 4 days under argon. The solvent was evaporated under reduced pressure, and the residue partitioned between water and chloroform. The organic phase was dried (Na2SO4) and evaporated under reduced pressure to leave an oil which was chromatographed on silica, eluting with methanol and chlor... Reaction SMILES: [NH2:1][C:2]1[C:10]2[O:9][CH2:8][CH2:7][C:6]=2[CH:5]=[C:4]([N+:11]([O-:13])=[O:12])[CH:3]=1.Cl.[CH3:15][N:16]([CH3:20])[CH2:17][CH2:18]Cl.C(=O)([O-])[O-].[Na+].[Na+]>C(O)C>[CH3:15][N:16]([CH3:20])[CH2:17][CH2:18][NH:1][C:2]1[C:10]2[O:9][CH2:8][CH2:7][C:6]=2[CH:5]=[C:4]([N+:11]([O-:13])=[O:12])[CH:3]=1 |f:1.2,3.4.5|. The reactants are [OH-].[Na+] (Sodium hydroxide), C[C@H]1OCCN(C1)C=1OC2=C(C=C(C=C2C(C1)=O)C(=O)OC)C1N(CCC1)C1=CC=CC=C1 (methyl 2-((R)-2-methylmorpholino)-4-oxo-8-(1-phenylpyrrolidin-2-yl)-4H-chromene-6-carboxylate), O (water). Run in CO (MeOH). Yields the product C[C@H]1OCCN(C1)C=1OC2=C(C=C(C=C2C(C1)=O)C(=O)O)C1N(CCC1)C1=CC=CC=C1 (2-((R)-2-methylmorpholino)-4-oxo-8-(1-phenylpyrrolidin-2-yl)-4H-chromene-6-carboxylic acid). Isolated yield 87.1%. Reaction SMILES: [OH-].[Na+].[CH3:3][C@@H:4]1[CH2:9][N:8]([C:10]2[O:11][C:12]3[C:17]([C:18](=[O:20])[CH:19]=2)=[CH:16][C:15]([C:21]([O:23]C)=[O:22])=[CH:14][C:13]=3[CH:25]2[CH2:29][CH2:28][CH2:27][N:26]2[C:30]2[CH:35]=[CH:34][CH:33]=[CH:32][CH:31]=2)[CH2:7][CH2:6][O:5]1.O>CO>[CH3:3][C@@H:4]1[CH2:9][N:8]([C:10]2[O:11][C:12]3[C:17]([C:18](=[O:20])[CH:19]=2)=[CH:16][C:15]([C:21]([OH:23])=[O:22])=[CH:14][C:13]=3[CH:25]2[CH2:29][CH2:28][CH2:27][N:26]2[C:30]2[CH:35]=[CH:34][CH:33]=[CH:32][CH:31]=2)[CH2:7][CH2:6][O:5]1 |f:0.1|. Procedure: Sodium hydroxide (2N in water) (0.293 mL, 0.59 mmol) was added to a stirred suspension of methyl 2-((R)-2-methylmorpholino)-4-oxo-8-(1-phenylpyrrolidin-2-yl)-4H-chromene-6-carboxylate (105 mg, 0.23 mmol) in MeOH (2 mL)/water (2 mL) as described in example 3.00 to afford 2-((R)-2-methylmorpholino)-4-oxo-8-(1-phenylpyrrolidin-2-yl)-4H-chromene-6-carboxylic acid (87 mg, 86%) which was used without further purification. Mass Spectrum: m/z [M+H]+=435.